From a dataset of the Open Reaction Database (ORD), a public repository of structured organic reaction records. describe an organic reaction: reactants, conditions, products, and yield The reactants are crude product, [H-].[Na+] (NaH), Cu2Br2, CN(C)C=C1C(NC2=CC=CC=C12)=O (3-(dimethylaminomethylene)-2-(1H,3H)-indolone), BrC1=CC(=C(C=C1)OC)F (4-bromo-2-fluoroanisole). The solvent is CCOCC.CCCCC (ether pentane). Yields the product FC=1C=C(C=CC1OC)N1C(C(C2=CC=CC=C12)=CN(C)C)=O (1-(3-Fluoro-4-methoxyphenyl)-3-(dimethylaminomethylene)-2(1H,3H)-indolone). As a reaction SMILES: [CH3:1][N:2]([CH:4]=[C:5]1[C:13]2[C:8](=[CH:9][CH:10]=[CH:11][CH:12]=2)[NH:7][C:6]1=[O:14])[CH3:3].Br[C:16]1[CH:21]=[CH:20][C:19]([O:22][CH3:23])=[C:18]([F:24])[CH:17]=1.[H-].[Na+]>CCOCC.CCCCC>[F:24][C:18]1[CH:17]=[C:16]([N:7]2[C:8]3[C:13](=[CH:12][CH:11]=[CH:10][CH:9]=3)[C:5](=[CH:4][N:2]([CH3:1])[CH3:3])[C:6]2=[O:14])[CH:21]=[CH:20][C:19]=1[O:22][CH3:23] |f:2.3,4.5|. Reported procedure: By the procedure of Example Cl, without chromatography, but directly crystallizing the crude product from ether/pentane, 3-(dimethylaminomethylene)-2-(1H,3H)-indolone (3.77 g, 20 mmoles) and 4-bromo-2-fluoroanisole (4.10 g, 20 mmoles) with NaH (0.96 g of 50% dispersion in oil, 20 mmoles) and Cu2Br2 (5.74 g, 20 mmoles), were converted to title product, 0.79 g, m.p. 113°-114°. The reactants are C(C)OC(=O)[C@H]1O[C@@H]1C(N[C@H](C(=O)NCC=1N=NN(C1)C1=CC=C(C=C1)[N+](=O)[O-])CC=1N=CSC1)=O ((2S,3S)-ethyl-3-((S)-1-((1-(4-nitrophenyl)-1H-1,2,3-triazol-4-yl)methylamino)-1-oxo-3-(thiazol-4-yl)propan-2-ylcarbamoyl)oxirane-2-carboxylate), [Li+].[OH-] (LiOH). Yields the product [N+](=O)([O-])C1=CC=C(C=C1)N1N=NC(=C1)CNC([C@H](CC=1N=CSC1)NC(=O)[C@@H]1[C@H](O1)C(=O)O)=O ((2S,3S)-3-((S)-1-((1-(4-nitrophenyl)-1H-1,2,3-triazol-4-yl)methylamino)-1-oxo-3-(thiazol-4-yl)propan-2-ylcarbamoyl)oxirane-2-carboxylic acid). Yield: 82.1%. As a reaction SMILES: C([O:3][C:4]([C@@H:6]1[C@@H:8]([C:9](=[O:36])[NH:10][C@@H:11]([CH2:30][C:31]2[N:32]=[CH:33][S:34][CH:35]=2)[C:12]([NH:14][CH2:15][C:16]2[N:17]=[N:18][N:19]([C:21]3[CH:26]=[CH:25][C:24]([N+:27]([O-:29])=[O:28])=[CH:23][CH:22]=3)[CH:20]=2)=[O:13])[O:7]1)=[O:5])C.[Li+].[OH-]>>[N+:27]([C:24]1[CH:25]=[CH:26][C:21]([N:19]2[CH:20]=[C:16]([CH2:15][NH:14][C:12](=[O:13])[C@@H:11]([NH:10][C:9]([C@H:8]3[O:7][C@@H:6]3[C:4]([OH:5])=[O:3])=[O:36])[CH2:30][C:31]3[N:32]=[CH:33][S:34][CH:35]=3)[N:17]=[N:18]2)=[CH:22][CH:23]=1)([O-:29])=[O:28] |f:1.2|. Procedure details: Followed general procedure using: the corresponding peptidomimetic epoxide ethyl ester 45 (27 mg, 0.05 mmol); LiOH (1.2 mg, 0.05 mmol); after extraction afforded the desired product as a white solid (20 mg, 78.3%). 1H NMR (DMSO-d6, 400 MHz): δ 9.00-8.99 (d, 1H, J=1.79 Hz); 8.74-8.71 (t, 1H); 8.59 (s, 1H); 8.48-8.47 (d, 1H, J=8.42 Hz); 8.47-8.45 (d, 2H, J=9.15 Hz); 8.21-8.19 (d, 2H, J=9.15 Hz); 7.34-7.33 (d, 1H, J=1.78 Hz); 4.69-4.66 (q, 1H); 4.42-4.41 (d, 2H, J=5.60 Hz); 3.60-3.59 (d, 1H, J=1.79... Starting materials: FC1=C(C=CC=C1)N=C=O (1-fluoro-2-isocyanatobenzene), NC1=CC=C(C=C1)C1=NOC(=C1)C(=O)NCCCC(=O)OC (methyl 4-(3-(4-aminophenyl)isoxazole-5-carboxamido)butanoate). Product: FC1=C(C=CC=C1)NC(NC1=CC=C(C=C1)C1=NOC(=C1)C(=O)NCCCC(=O)OC)=O (Methyl 4-(3-(4-(3-(2-fluorophenyl)ureido)phenyl)isoxazole-5-carboxamido)butanoate). Isolated yield 73.0%. RXN SMILES: [F:1][C:2]1[CH:7]=[CH:6][CH:5]=[CH:4][C:3]=1[N:8]=[C:9]=[O:10].[NH2:11][C:12]1[CH:17]=[CH:16][C:15]([C:18]2[CH:22]=[C:21]([C:23]([NH:25][CH2:26][CH2:27][CH2:28][C:29]([O:31][CH3:32])=[O:30])=[O:24])[O:20][N:19]=2)=[CH:14][CH:13]=1>>[F:1][C:2]1[CH:7]=[CH:6][CH:5]=[CH:4][C:3]=1[NH:8][C:9](=[O:10])[NH:11][C:12]1[CH:13]=[CH:14][C:15]([C:18]2[CH:22]=[C:21]([C:23]([NH:25][CH2:26][CH2:27][CH2:28][C:29]([O:31][CH3:32])=[O:30])=[O:24])[O:20][N:19]=2)=[CH:16][CH:17]=1. Procedure details: The title compound was prepared according to the procedure as set forth in example 151, except that 1-fluoro-2-isocyanatobenzene was used in place of 1-fluoro-3-isocyanatobenzene and methyl 4-(3-(4-aminophenyl)isoxazole-5-carboxamido)butanoate was used in place of methyl 2-(3-(4-aminophenyl)isoxazole-5-carboxamido)-3-methylbutanoate to yield 73% of the title compound. MS (ES+): m/z 441 (M+1); 1HNMR (DMSO-d6, 300 MHz): δ 9.3 (s, 1H), 9.0 (t, 1H), 8.62 (s, 1H), 8.12 (m, 1H), 7.85 (d, 2H), 7.61 (d,... Reactants: [H][H] (hydrogen), 23.4, C1CCC2C1C(C=1C=CC=CC21)=O (2,3,3a,8a-tetrahydrocyclopent[a]inden-8(1H)-one), Cl.CNCC(=O)O (methyl glycine hydrochloride), S1C=CC=C1 (thiophene), C(C)(=O)[O-].[K+] (potassium acetate). The reagents and catalysts are [Pd] (palladium-on-charcoal). The solvent is CO (methanol), CO (methanol). Yields the product 29.0, CN(CC(=O)O)C1C2C(C=3C=CC=CC13)CCC2 (methyl N-(1,2,3,3a,8,8a-hexahydrocyclopent[a]inden-8yl)glycine). Isolated yield 86.9%. Reaction SMILES: [CH2:1]1[CH:5]2[C:6](=O)[C:7]3[CH:8]=[CH:9][CH:10]=[CH:11][C:12]=3[CH:4]2[CH2:3][CH2:2]1.Cl.[CH3:15][NH:16][CH2:17][C:18]([OH:20])=[O:19].S1C=CC=C1.C([O-])(=O)C.[K+].[H][H]>CO.[Pd]>[CH3:15][N:16]([CH:6]1[C:7]2[CH:8]=[CH:9][CH:10]=[CH:11][C:12]=2[CH:4]2[CH2:3][CH2:2][CH2:1][CH:5]12)[CH2:17][C:18]([OH:20])=[O:19] |f:1.2,4.5|. Procedure details: A mixture of 23.4 parts of 2,3,3a,8a-tetrahydrocyclopent[a]inden-8(1H)-one, 31.4 parts of methyl glycine hydrochloride, 1 part of a solution of thiophene in methanol 4%, 400 parts of methanol and 13.3 parts of potassium acetate was hydrogenated at normal pressure and at room temperature with 2.0 parts of palladium-on-charcoal catalyst 10%. After the calculated amount of hydrogen was taken up, the catalyst was filtered off and the filtrate was evaporated. The residue was taken up in water and the... The reactants are CN(C)C(=[N+](C)C)ON1C2=C(C=CC=C2)N=N1.[B-](F)(F)(F)F (TBTU), O1CCN(CC1)C1=CC(=NC=2N1N=CC2)N (7-morpholinopyrazolo[1,5-a]pyrimidin-5-amine), COC(=O)C1(CC1)C1=CC=C(C(=O)O)C=C1 (4-(1-(methoxycarbonyl)cyclopropyl)benzoic acid), CN(C)C(=[N+](C)C)ON1C2=C(C=CC=C2)N=N1.[B-](F)(F)(F)F (TBTU). The solvent is N1=CC=CC=C1 (pyridine). Reaction conditions: temperature 80 celsius, time 6 hour. Product: O1CCN(CC1)C1=CC(=NC=2N1N=CC2)NC(=O)C2=CC=C(C=C2)C2(CC2)C(=O)OC (Methyl 1-(4-(7-morpholinopyrazolo[1,5-a]pyrimidin-5-ylcarbamoyl)phenyl)cyclopropanecarboxylate). Yield: 34.2%. RXN SMILES: [O:1]1[CH2:6][CH2:5][N:4]([C:7]2[N:12]3[N:13]=[CH:14][CH:15]=[C:11]3[N:10]=[C:9]([NH2:16])[CH:8]=2)[CH2:3][CH2:2]1.[CH3:17][O:18][C:19]([C:21]1([C:24]2[CH:32]=[CH:31][C:27]([C:28](O)=[O:29])=[CH:26][CH:25]=2)[CH2:23][CH2:22]1)=[O:20].CN(C(ON1N=NC2C=CC=CC1=2)=[N+](C)C)C.[B-](F)(F)(F)F>N1C=CC=CC=1>[O:1]1[CH2:6][CH2:5][N:4]([C:7]2[N:12]3[N:13]=[CH:14][CH:15]=[C:11]3[N:10]=[C:9]([NH:16][C:28]([C:27]3[CH:26]=[CH:25][C:24]([C:21]4([C:19]([O:18][CH3:17])=[O:20])[CH2:22][CH2:23]4)=[CH:32][CH:31]=3)=[O:29])[CH:8]=2)[CH2:3][CH2:2]1 |f:2.3|. Procedure: 7-Morpholinopyrazolo[1,5-a]pyrimidin-5-amine (9A, 110 mg, 0.50 mmol) and 4-(1-(methoxycarbonyl)cyclopropyl)benzoic acid (110 mg, 0.50 mmol) were mixed in pyridine (3 ml). TBTU (160 mg, 0.50 mmol) was then added and the mixture was heated to 80° C. for 15 hours. After cooling to room temperature, additional TBTU (53 mg, 0.17 mmol) was added before the heating continued for another 6 hours. After cooling to room temperature, the reaction mixture was quenched with water and was then concentrated to... Reactants: FC=1C=C(C=C(C1)F)C1=C(C(C2=CC(=CC=C12)OCCC1CCN(CC1)C(=O)OC(C)(C)C)=O)C=1C=NC=CC1 (tert-butyl 4-(2-(3-(3,5-difluorophenyl)-1-oxo-2-(pyridin-3-yl)-1H-inden-6-yloxy)ethyl)piperidine-1-carboxylate), FC=1C=C(C=C(C1)F)C1=C(C(C2=CC(=CC=C12)OCCCN1CCN(CC1)C(=O)OC(C)(C)C)=O)C=1C=NC=CC1 (tert-butyl 4-(3-(3-(3,5-difluorophenyl)-1-oxo-2-(pyridin-3-yl)-1H-inden-6-yloxy)propyl)piperazine-1-carboxylate). Conditions: time 30 minute. The product is FC=1C=C(C=C(C1)F)C1=C(C(C2=CC(=CC=C12)OCCC1CCNCC1)=O)C=1C=NC=CC1 (3-(3,5-Difluorophenyl)-6-(2-(piperidin-4-yl)ethoxy)-2-(pyridin-3-yl)-1H-inden-1-one). Reaction SMILES: [F:1][C:2]1[CH:3]=[C:4]([C:9]2[C:17]3[C:12](=[CH:13][C:14]([O:18][CH2:19][CH2:20][CH:21]4[CH2:26][CH2:25][N:24](C(OC(C)(C)C)=O)[CH2:23][CH2:22]4)=[CH:15][CH:16]=3)[C:11](=[O:34])[C:10]=2[C:35]2[CH:36]=[N:37][CH:38]=[CH:39][CH:40]=2)[CH:5]=[C:6]([F:8])[CH:7]=1.FC1C=C(C2C3C(=CC(OCCCN4CCN(C(OC(C)(C)C)=O)CC4)=CC=3)C(=O)C=2C2C=NC=CC=2)C=C(F)C=1>>[F:1][C:2]1[CH:3]=[C:4]([C:9]2[C:17]3[C:12](=[CH:13][C:14]([O:18][CH2:19][CH2:20][CH:21]4[CH2:26][CH2:25][NH:24][CH2:23][CH2:22]4)=[CH:15][CH:16]=3)[C:11](=[O:34])[C:10]=2[C:35]2[CH:36]=[N:37][CH:38]=[CH:39][CH:40]=2)[CH:5]=[C:6]([F:8])[CH:7]=1. Procedure: The procedure of Step 1 of Example 66 was repeated except for using tert-butyl 4-(2-(3-(3,5-difluorophenyl)-1-oxo-2-(pyridin-3-yl)-1H-inden-6-yloxy)ethyl)piperidine-1-carboxylate obtained in Example 69 as a starting material instead of tert-butyl 4-(3-(3-(3,5-difluorophenyl)-1-oxo-2-(pyridin-3-yl)-1H-inden-6-yloxy)propyl)piperazine-1-carboxylate and being stirred for 30 min to provide the title compound. Starting materials: ClC1=C(C(=O)N)C=CC(=N1)Cl (2,6-dichloro-nicotinamide), BrC1=C(C=C(C=C1)O)C1OCCO1 (4-Bromo-3-[1, 3]dioxolan-2-yl-phenol), C(C)#N (acetonitrile), [OH-].[Na+] (NaOH). Conditions: temperature 60 celsius. The product is ClC1=NC(=C(C(=O)N)C=C1)N(C)CCOC (6-Chloro-2-[(2-methoxy-ethyl)-methyl-amino]-nicotinamide). The yield is 91.0%. As a reaction SMILES: Cl[C:2]1[N:10]=[C:9]([Cl:11])[CH:8]=[CH:7][C:3]=1[C:4]([NH2:6])=[O:5].BrC1C=CC(O)=C[C:14]=1[CH:20]1OC[CH2:22][O:21]1.[OH-].[Na+].[C:27](#[N:29])C>>[Cl:11][C:9]1[CH:8]=[CH:7][C:3]([C:4]([NH2:6])=[O:5])=[C:2]([N:29]([CH2:14][CH2:20][O:21][CH3:22])[CH3:27])[N:10]=1 |f:2.3|. Procedure: To a solution of 2,6-dichloro-nicotinamide (1) (10 g, 52.9 mmol) in acetonitrile (anhydrous, 200 mL) was added (2-methoxy-ethyl)-methyl-amine (2) (18.8 g, 212 mmol). The reaction was heated at 60° C. for 1.5 hours. 5% NaOH solution (1000 mL) was slowly added. The solution was then extracted with EtOAc (3×250 mL). The combined organic layer was dried over MgSO4, filtered, and evaporated in vacuo. Purification was accomplished by silica gel chromatography, eluting with 5%-30% EtOAc/hexanes gradien... Isolated yield 94.7%. Reaction conditions: time 8 hour. Product: CC1=C(CN)C(=CC=C1C)[N+](=O)[O-] (2,3-dimethyl-6-nitrobenzyl amine). Reaction SMILES: [CH3:1][C:2]1[C:9]([CH3:10])=[CH:8][CH:7]=[C:6]([N+:11]([O-:13])=[O:12])[C:3]=1[C:4]#[N:5].Cl>O1CCCC1>[CH3:1][C:2]1[C:9]([CH3:10])=[CH:8][CH:7]=[C:6]([N+:11]([O-:13])=[O:12])[C:3]=1[CH2:4][NH2:5]. Procedure details: A solution of borane-tetrahydrofuran complex (94.6 g, 1.1 mole) in tetrahydrofuran (1100 mL) was added dropwise to a stirred solution of 2,3-dimethyl-6-nitrobenzonitrile (96 g, 0.55 mole) in dry tetrahydrofuran (650 mL) maintained under an atmosphere of argon. After stirring overnight, 10% hydrochloric acid solution (1300 mL) was added dropwise and the mixture heated to reflux. After 30 minutes, the tetrahydrofuran was distilled off, the residue filtered to remove insoluble material and the filt... Run in O1CCCC1 (tetrahydrofuran), O1CCCC1 (tetrahydrofuran). Reactants: CC1=C(C#N)C(=CC=C1C)[N+](=O)[O-] (2,3-dimethyl-6-nitrobenzonitrile), Cl (hydrochloric acid).